Dataset: the Open Reaction Database (ORD), a public repository of structured organic reaction records. Task: describe an organic reaction: reactants, conditions, products, and yield Reactants: CCC1=NC(NC(=O)OCc2ccccc2)C(=O)N(CC(=O)N2CC3CCC(CC3)C2)c2c(C)cccc21, CCO, CCOC(C)=O, O=C[O-], CC(C)OC(C)C, [NH4+]. The product is CCC1=NC(N)C(=O)N(CC(=O)N2CC3CCC(CC3)C2)c2c(C)cccc21. RXN SMILES: [CH2:1]([O:2][C:3](=[O:4])[NH:11][CH:12]1[C:13](=[O:38])[N:14]([CH2:26][C:27](=[O:28])[N:29]2[CH2:30][CH:31]3[CH2:32][CH2:33][CH:34]([CH2:35]2)[CH2:36][CH2:37]3)[c:15]2[c:16]([cH:21][cH:22][cH:23][c:24]2[CH3:25])[C:17]([CH2:19][CH3:20])=[N:18]1)[c:5]1[cH:6][cH:7][cH:8][cH:9][cH:10]1.[CH3:43][CH2:44][OH:45].[CH3:46][CH2:47][O:48][C:49](=[O:50])[CH3:51].[CH:39]([O-:40])=[O:41].[CH:52]([O:53][CH:54]([CH3:55])[CH3:56])([CH3:57])[CH3:58].[NH4+:42]>>[NH2:11][CH:12]1[C:13](=[O:38])[N:14]([CH2:26][C:27](=[O:28])[N:29]2[CH2:30][CH:31]3[CH2:32][CH2:33][CH:34]([CH2:35]2)[CH2:36][CH2:37]3)[c:15]2[c:16]([cH:21][cH:22][cH:23][c:24]2[CH3:25])[C:17]([CH2:19][CH3:20])=[N:18]1. Starting materials: CC(C)(CN)N1CCOCC1, CC(C)(C)OC(=O)N(C(=O)OC(C)(C)C)N(C(=O)OC(C)(C)C)c1nc(Cl)nc(Cl)c1F, CCN(C(C)C)C(C)C, CN(C)C=O. Yields the product CC(C)(C)OC(=O)N(C(=O)OC(C)(C)C)N(C(=O)OC(C)(C)C)c1nc(Cl)nc(NCC(C)(C)N2CCOCC2)c1F. RXN SMILES: [CH3:1][C:2]([CH2:3][NH2:4])([CH3:5])[N:6]1[CH2:7][CH2:8][O:9][CH2:10][CH2:11]1.[CH3:21][C:22]([CH3:23])([CH3:24])[O:25][C:26](=[O:27])[N:28]([N:29]([C:30](=[O:31])[O:32][C:33]([CH3:34])([CH3:35])[CH3:36])[c:37]1[n:38][c:39]([Cl:45])[n:40][c:41]([Cl:44])[c:42]1[F:43])[C:46](=[O:47])[O:48][C:49]([CH3:50])([CH3:51])[CH3:52].[CH:12]([N:13]([CH:14]([CH3:15])[CH3:16])[CH2:17][CH3:18])([CH3:19])[CH3:20].[O:53]=[CH:54][N:55]([CH3:56])[CH3:57]>>[CH3:1][C:2]([CH2:3][NH:4][c:41]1[n:40][c:39]([Cl:45])[n:38][c:37]([N:29]([N:28]([C:26]([O:25][C:22]([CH3:21])([CH3:23])[CH3:24])=[O:27])[C:46](=[O:47])[O:48][C:49]([CH3:50])([CH3:51])[CH3:52])[C:30](=[O:31])[O:32][C:33]([CH3:34])([CH3:35])[CH3:36])[c:42]1[F:43])([CH3:5])[N:6]1[CH2:7][CH2:8][O:9][CH2:10][CH2:11]1. The reactants are Cc1ncsc1C(=O)O, COc1cccc(C(Oc2ccc3c(cnn3-c3ccc(F)cc3)c2)C(C)N)c1. Product: COc1cccc(C(Oc2ccc3c(cnn3-c3ccc(F)cc3)c2)C(C)NC(=O)c2scnc2C)c1. As a reaction SMILES: [CH3:30][c:31]1[n:32][cH:33][s:34][c:35]1[C:36](=[O:37])[OH:38].[F:1][c:2]1[cH:3][cH:4][c:5](-[n:8]2[n:9][cH:10][c:11]3[cH:12][c:13]([O:17][CH:18]([CH:19]([CH3:20])[NH2:21])[c:22]4[cH:23][c:24]([O:28][CH3:29])[cH:25][cH:26][cH:27]4)[cH:14][cH:15][c:16]23)[cH:6][cH:7]1>>[F:1][c:2]1[cH:3][cH:4][c:5](-[n:8]2[n:9][cH:10][c:11]3[cH:12][c:13]([O:17][CH:18]([CH:19]([CH3:20])[NH:21][C:36]([c:35]4[c:31]([CH3:30])[n:32][cH:33][s:34]4)=[O:37])[c:22]4[cH:23][c:24]([O:28][CH3:29])[cH:25][cH:26][cH:27]4)[cH:14][cH:15][c:16]23)[cH:6][cH:7]1. The reactants are C(C)(C)(C)OC(=O)N[C@@H](C(=O)O)CC1CCCCC1 ((2R)-2-((tert-butoxycarbonyl)amino)-3-cyclohexylpropanoic acid), [H-].COCCO[Al+]OCCOC.[Na+].[H-] (sodium bis(2-methoxyethoxy)aluminum hydride), [C@@H]([C@H](C(=O)[O-])O)(C(=O)[O-])O.[Na+].[K+] (Rochelle salt). Run in C1(=CC=CC=C1)C (toluene). Conditions: time 30 minute. Yields the product C1(CCCCC1)C[C@H](CO)NC(OC(C)(C)C)=O (tert-butyl (1R)-2-cyclohexyl-1-(hydroxymethyl)ethylcarbamate). Reaction SMILES: [C:1]([O:5][C:6]([NH:8][C@H:9]([CH2:13][CH:14]1[CH2:19][CH2:18][CH2:17][CH2:16][CH2:15]1)[C:10](O)=[O:11])=[O:7])([CH3:4])([CH3:3])[CH3:2].[H-].COCCO[Al+]OCCOC.[Na+].[H-].[C@H](O)(C([O-])=O)[C@@H](O)C([O-])=O.[Na+].[K+]>C1(C)C=CC=CC=1>[CH:14]1([CH2:13][C@@H:9]([NH:8][C:6](=[O:7])[O:5][C:1]([CH3:3])([CH3:2])[CH3:4])[CH2:10][OH:11])[CH2:15][CH2:16][CH2:17][CH2:18][CH2:19]1 |f:1.2.3.4,5.6.7|. Procedure: A solution of (2R)-2-((tert-butoxycarbonyl)amino)-3-cyclohexylpropanoic acid (30.4 g, 112 mmol) in toluene (300 mL) at 0° C. was treated with sodium bis(2-methoxyethoxy)aluminum hydride (Red-Al®) (115 mmol) over 45 minutes. The mixture was stirred for 30 minutes, warmed to room temperature, stirred for 1 hour, treated with aqueous Rochelle salt, and extracted with diethyl ether. The extract was washed sequentially with brine and aqueous NaHCO3, dried (MgSO4), filtered, and concentrated to provid... The reactants are solution, CNC (dimethylamine), ClCCCN1CN(C2(C1=O)CCN(CC2)CC2=CC=CC1=CC=CC=C21)C2=CC=CC=C2 (3-(3-chloropropyl)-8-naphthalen-1-ylmethyl-1-phenyl-1,3,8-triaza-spiro[4.5]decan-4-one), [I-].[Na+] (Sodium iodide). Run in C(C)O (ethanol). Conditions: time 24 hour. Product: Cl.Cl.CN(CCCN1CN(C2(C1=O)CCN(CC2)CC2=CC=CC1=CC=CC=C21)C2=CC=CC=C2)C (3-(3-Dimethylaminopropyl)-8-naphthalen-1-ylmethyl-1-phenyl-1,3,8-triaza-spiro[4.5]decan-4-one dihydrochloride). The yield is 93.0%. Reaction SMILES: [Cl:1][CH2:2][CH2:3][CH2:4][N:5]1[C:9](=[O:10])[C:8]2([CH2:15][CH2:14][N:13]([CH2:16][C:17]3[C:26]4[C:21](=[CH:22][CH:23]=[CH:24][CH:25]=4)[CH:20]=[CH:19][CH:18]=3)[CH2:12][CH2:11]2)[N:7]([C:27]2[CH:32]=[CH:31][CH:30]=[CH:29][CH:28]=2)[CH2:6]1.[CH3:33][NH:34][CH3:35].[I-].[Na+]>C(O)C>[ClH:1].[ClH:1].[CH3:33][N:34]([CH3:35])[CH2:2][CH2:3][CH2:4][N:5]1[C:9](=[O:10])[C:8]2([CH2:15][CH2:14][N:13]([CH2:16][C:17]3[C:26]4[C:21](=[CH:22][CH:23]=[CH:24][CH:25]=4)[CH:20]=[CH:19][CH:18]=3)[CH2:12][CH2:11]2)[N:7]([C:27]2[CH:32]=[CH:31][CH:30]=[CH:29][CH:28]=2)[CH2:6]1 |f:2.3,5.6.7|. Procedure: 3-(3-chloropropyl)-8-naphthalen-1-ylmethyl-1-phenyl-1,3,8-triaza-spiro[4.5]decan-4-one (0.145 g, 0.30 mmol), prepared using the procedure described in Example 13, was added to a 33% solution of dimethylamine in ethanol. Sodium iodide (0.045 g, 0.3 mmol) was added and the mixture was stirred at room temperature for 24 h. Salts were separated by filtration and the filtrate was evaporated in vacuo. The residue was purified by flash chromatography on silica gel using dichloromethane/ethyl acetate 1:... Reactants: C(C)(C)(C)OC(=O)NC(=N)NC(COCC=1N=C2N(C=CC=C2)C1C#CC1=CC=C(C=C1)F)=O (N—(N-(tert-butoxycarbonyl)carbamimidoyl)-2-((3-((4-fluorophenyl)ethynyl)imidazo[1,2-a]pyridin-2-yl)methoxy)acetamide), Cl (hydrochloric acid). Run in C(C)O (ethanol), O1CCOCC1 (dioxane). Run at temperature 60 celsius. The product is Cl.C(N)(=N)NC(COCC=1N=C2N(C=CC=C2)C1C#CC1=CC=C(C=C1)F)=O (N-carbamimidoyl-2-((3-((4-fluorophenyl)ethynyl)imidazo[1,2-a]pyridin-2-yl) methoxy)acetamide hydrochloride). Yield: 52.0%. RXN SMILES: C(OC([NH:8][C:9]([NH:11][C:12](=[O:34])[CH2:13][O:14][CH2:15][C:16]1[N:17]=[C:18]2[CH:23]=[CH:22][CH:21]=[CH:20][N:19]2[C:24]=1[C:25]#[C:26][C:27]1[CH:32]=[CH:31][C:30]([F:33])=[CH:29][CH:28]=1)=[NH:10])=O)(C)(C)C.[ClH:35]>C(O)C.O1CCOCC1>[ClH:35].[C:9]([NH:11][C:12](=[O:34])[CH2:13][O:14][CH2:15][C:16]1[N:17]=[C:18]2[CH:23]=[CH:22][CH:21]=[CH:20][N:19]2[C:24]=1[C:25]#[C:26][C:27]1[CH:32]=[CH:31][C:30]([F:33])=[CH:29][CH:28]=1)(=[NH:8])[NH2:10] |f:4.5|. Procedure: 190 mg (0.408 mmol) of N—(N-(tert-butoxycarbonyl)carbamimidoyl)-2-((3-((4-fluorophenyl)ethynyl)imidazo[1,2-a]pyridin-2-yl)methoxy)acetamide were dissolved in 2 ml of ethanol before adding 1.020 ml (4.08 mmol) of a 4N hydrochloric acid solution in dioxane. The solution was heated to 60° C. for 2 h. The solvent was evaporated in vacuo. By cooling, the crystallised solid was filtered and washed with ethanol. 85 mg (yield=52%) of N-carbamimidoyl-2-((3-((4-fluorophenyl)ethynyl)imidazo[1,2-a]pyridin-2... Reactants: C1(=CC=CC=C1)C1(CCN(CC1)C(=O)[C@]1([C@H](N(CCC1)C(C1=NC=CC=C1C(F)(F)F)=O)CCC)OC1=CSC(=C1)C(F)(F)F)CCCCC(=O)OCC (ethyl 5-(4-phenyl-1-((2R,3S)-2-propyl-1-(3-(trifluoromethyl)picolinoyl)-3-(5-(trifluoromethyl)thiophen-3-yloxy)piperidine-3-carbonyl)piperidin-4-yl)pentanoate), [OH-].[Na+] (NaOH). Solvent: C(C)O (ethanol). Conditions: temperature 70 celsius, time 1 hour. Product: C1(=CC=CC=C1)C1(CCN(CC1)C(=O)[C@]1([C@H](N(CCC1)C(C1=NC=CC=C1C(F)(F)F)=O)CCC)OC1=CSC(=C1)C(F)(F)F)CCCCC(=O)O (5-(4-phenyl-1-((2R,3S)-2-propyl-1-(3-(trifluoromethyl)picolinoyl)-3-(5-(trifluoromethyl)thiophen-3-yloxy)piperidine-3-carbonyl)piperidin-4-yl)pentanoic acid). Reaction SMILES: [C:1]1([C:7]2([CH2:46][CH2:47][CH2:48][CH2:49][C:50]([O:52]CC)=[O:51])[CH2:12][CH2:11][N:10]([C:13]([C@:15]3([O:36][C:37]4[CH:41]=[C:40]([C:42]([F:45])([F:44])[F:43])[S:39][CH:38]=4)[CH2:20][CH2:19][CH2:18][N:17]([C:21](=[O:32])[C:22]4[C:27]([C:28]([F:31])([F:30])[F:29])=[CH:26][CH:25]=[CH:24][N:23]=4)[C@@H:16]3[CH2:33][CH2:34][CH3:35])=[O:14])[CH2:9][CH2:8]2)[CH:6]=[CH:5][CH:4]=[CH:3][CH:2]=1.[OH-].[Na+]>C(O)C>[C:1]1([C:7]2([CH2:46][CH2:47][CH2:48][CH2:49][C:50]([OH:52])=[O:51])[CH2:8][CH2:9][N:10]([C:13]([C@:15]3([O:36][C:37]4[CH:41]=[C:40]([C:42]([F:45])([F:44])[F:43])[S:39][CH:38]=4)[CH2:20][CH2:19][CH2:18][N:17]([C:21](=[O:32])[C:22]4[C:27]([C:28]([F:30])([F:29])[F:31])=[CH:26][CH:25]=[CH:24][N:23]=4)[C@@H:16]3[CH2:33][CH2:34][CH3:35])=[O:14])[CH2:11][CH2:12]2)[CH:6]=[CH:5][CH:4]=[CH:3][CH:2]=1 |f:1.2|. Reported procedure: To ethyl 5-(4-phenyl-1-((2R,3S)-2-propyl-1-(3-(trifluoromethyl)picolinoyl)-3-(5-(trifluoromethyl)thiophen-3-yloxy)piperidine-3-carbonyl)piperidin-4-yl)pentanoate in ethanol was added 2.0 M NaOH aqueous solution and the mixture was stirred at 70° C. for 1 h. Then the solvent was removed in vacuo. The residue was redissolved in water, acidified with 6N HCl to PH ˜4, then extracted with EtOAc (2×30 ml), dried (MgSO4), concentrated, purified on Gilson, treated with 4.0 M HCl in dioxane (2-3 drops), ...